From a dataset of the Open Reaction Database (ORD), a public repository of structured organic reaction records. describe an organic reaction: reactants, conditions, products, and yield Procedure details: A solution of 395 mg (2 mmol) propyl-(4,5,6,7-tetrahydro-benzothiazol-6-yl)-amine and 748 mg (3 mmol) N-adamantyl-5-oxopentanamide in 1,2-dichloroethane (20 mL) is stirred for about 30 minutes. Then 0.75 g (3 mmol) of sodium triacetoxyborohydride is added and the mixture is stirred overnight. After hydrolysation with 30 mL of 1N aqueous NaOH solution the organic phase is separated, dried over sodium sulfate and concentrated in vacuum. The crude product obtained is purified via column chromatogra... The reactants are C(CC)NC1CC2=C(N=CS2)CC1 (propyl-(4,5,6,7-tetrahydro-benzothiazol-6-yl)-amine), C12(CC3CC(CC(C1)C3)C2)NC(CCCC=O)=O (N-adamantyl-5-oxopentanamide), C(C)(=O)O[BH-](OC(C)=O)OC(C)=O.[Na+] (sodium triacetoxyborohydride). The product is C12(CC3CC(CC(C1)C3)C2)NC(CCCCN(C2CC3=C(N=CS3)CC2)CCC)=O (N-adamantanyl-5-(propyl(4,5,6,7-tetrahydrobenzothiazol-6-yl)amino)pentanamide). RXN SMILES: [CH2:1]([NH:4][CH:5]1[CH2:13][CH2:12][C:8]2[N:9]=[CH:10][S:11][C:7]=2[CH2:6]1)[CH2:2][CH3:3].[C:14]12([NH:24][C:25](=[O:31])[CH2:26][CH2:27][CH2:28][CH:29]=O)[CH2:23][CH:18]3[CH2:19][CH:20]([CH2:22][CH:16]([CH2:17]3)[CH2:15]1)[CH2:21]2.C(O[BH-](OC(=O)C)OC(=O)C)(=O)C.[Na+]>ClCCCl>[C:14]12([NH:24][C:25](=[O:31])[CH2:26][CH2:27][CH2:28][CH2:29][N:4]([CH2:1][CH2:2][CH3:3])[CH:5]3[CH2:13][CH2:12][C:8]4[N:9]=[CH:10][S:11][C:7]=4[CH2:6]3)[CH2:23][CH:18]3[CH2:19][CH:20]([CH2:22][CH:16]([CH2:17]3)[CH2:15]1)[CH2:21]2 |f:2.3|. Solvent: ClCCCl (1,2-dichloroethane). The yield is 60.0%. Reaction conditions: time 8 hour. Starting materials: [NH4+].[Cl-] (NH4Cl), compound, COC(C1=CC=C(C=C1)CS(=O)(=O)C1=CC=CC=C1)=O (4-(Benzenesulfonylmethyl)benzoic acid methyl ester), CC(C)C[AlH]CC(C)C (DIBAL-H). The solvent is C(Cl)Cl (CH2Cl2). Conditions: time 2 hour. The product is C1(=CC=CC=C1)S(=O)(=O)CC1=CC=C(C=C1)CO ([4-(Benzenesulfonylmethyl)phenyl]methanol). Yield: 80.0%. RXN SMILES: C[O:2][C:3](=O)[C:4]1[CH:9]=[CH:8][C:7]([CH2:10][S:11]([C:14]2[CH:19]=[CH:18][CH:17]=[CH:16][CH:15]=2)(=[O:13])=[O:12])=[CH:6][CH:5]=1.CC(C[AlH]CC(C)C)C.[NH4+].[Cl-]>C(Cl)Cl>[C:14]1([S:11]([CH2:10][C:7]2[CH:6]=[CH:5][C:4]([CH2:3][OH:2])=[CH:9][CH:8]=2)(=[O:12])=[O:13])[CH:19]=[CH:18][CH:17]=[CH:16][CH:15]=1 |f:2.3|. Procedure: To a solution of the compound (2.3 g, 7.92 mmol) from the process (10-2) in CH2Cl2 (50 mL) at −78° C. was added slowly DIBAL-H (1 M in toluene, 16.6 mL, 16.63 mmol), and the mixture was stirred at room temperature for 2 hours. The reaction mixture was cooled to 0° C., and to it an aqueous NH4Cl solution (250 mL) was added slowly. The mixture was extracted with 10% MeOH in CH2Cl2 (1.5 L), and the organic layer was dried (MgSO4) and evaporated under reduced pressure. The crude product was crystall...